Dataset: the Open Reaction Database (ORD), a public repository of structured organic reaction records. Task: describe an organic reaction: reactants, conditions, products, and yield The reactants are C1(CCC=2C=C3C(=CC12)CCCC3)=O (2,3,5,6,7,8-hexahydro-1H-benz[f]inden-1-one), CN(C1=CC=C(C=O)C=C1)C (p-dimethylaminobenzaldehyde), [OH-].[Na+] (sodium hydroxide). Run in C(C)O (ethanol). Product: CN(C1=CC=C(C=C1)C=C1CC=2C=C3C(=CC2C1=O)CCCC3)C (2-[(4-(Dimethylamino)phenyl)methylene]-2,3,5,6,7,8-hexahydro-1H-benz[f]inden-1-one). RXN SMILES: [C:1]1(=[O:14])[C:9]2[CH:8]=[C:7]3[CH2:10][CH2:11][CH2:12][CH2:13][C:6]3=[CH:5][C:4]=2[CH2:3][CH2:2]1.[CH3:15][N:16]([CH3:25])[C:17]1[CH:24]=[CH:23][C:20]([CH:21]=O)=[CH:19][CH:18]=1.[OH-].[Na+]>C(O)C>[CH3:15][N:16]([CH3:25])[C:17]1[CH:24]=[CH:23][C:20]([CH:21]=[C:2]2[C:1](=[O:14])[C:9]3[CH:8]=[C:7]4[CH2:10][CH2:11][CH2:12][CH2:13][C:6]4=[CH:5][C:4]=3[CH2:3]2)=[CH:19][CH:18]=1 |f:2.3|. Reported procedure: A solution of 1.84 g (10 mmoles) of 2,3,5,6,7,8-hexahydro-1H-benz[f]inden-1-one (12), 1.49 g (10 mmoles) of p-dimethylaminobenzaldehyde, and 0.44 g of sodium hydroxide in 25 ml ethanol was stirred under nitrogen at 50° to 60° for 19 hr. The reaction mixture was cooled in an ice bath and the precipitated solid 2-[4-(dimethylamino)phenyl)-methylene]-2,3,5,6,7,8-hexahydro-1H-benz[f]inden-1-one was collected by filtration and washed with cold ethanol. Yield: 2.5 g (79%); m.p. 161° to 163°. λmax (EtO... Reactants: [OH-].[Na+] (sodium hydroxide), S1C(=CC=C1)CC(=O)N1CC(CCC1)C(=O)OCC (Ethyl 1-(2-thiopheneacetyl)-3-piperidinecarboxylate), Cl (HCl). Solvent: C(C)O (ethanol). Run at time 1 hour. Product: S1C(=CC=C1)CC(=O)N1CC(CCC1)C(=O)O (1-(2-thiopheneacetyl)-3-piperidine carboxylic acid). The yield is 91.1%. As a reaction SMILES: [S:1]1[CH:5]=[CH:4][CH:3]=[C:2]1[CH2:6][C:7]([N:9]1[CH2:14][CH2:13][CH2:12][CH:11]([C:15]([O:17]CC)=[O:16])[CH2:10]1)=[O:8].[OH-].[Na+].Cl>C(O)C>[S:1]1[CH:5]=[CH:4][CH:3]=[C:2]1[CH2:6][C:7]([N:9]1[CH2:14][CH2:13][CH2:12][CH:11]([C:15]([OH:17])=[O:16])[CH2:10]1)=[O:8] |f:1.2|. Procedure details: Ethyl 1-(2-thiopheneacetyl)-3-piperidinecarboxylate (256.4 mg; 0.91 mmol) was dissolved in absolute ethanol (5 ml). 1 N sodium hydroxide (10 ml) was added and the mixture was allowed to stir at ambient temperature for approximately 1 hour. It was then poured into 1 N HCl and extracted with dichloromethane. The dichloromethane was dried with magnesium sulfate and then evaporated at ambient temperature under reduced pressure, giving 1-(2-thiopheneacetyl)-3-piperidine carboxylic acid (210.1 mg) as ... Starting materials: N1C(C=CC2=NC=CC=C12)=O (1,5-naphthyridin-2(1H)-one), P(=O)(Cl)(Cl)Cl (phosphorus oxychloride). Run at temperature 100 celsius. Yields the product ClC1=NC2=CC=CN=C2C=C1 (2-chloro-1,5-naphthyridine). Reaction SMILES: [NH:1]1[C:10]2[C:5](=[N:6][CH:7]=[CH:8][CH:9]=2)[CH:4]=[CH:3][C:2]1=O.P(Cl)(Cl)([Cl:14])=O>>[Cl:14][C:2]1[CH:3]=[CH:4][C:5]2[C:10](=[CH:9][CH:8]=[CH:7][N:6]=2)[N:1]=1. Procedure: A 250 mL round bottomed flask charged with 1,5-naphthyridin-2(1H)-one (2.98 g, 20.37 mmol) and phosphorus oxychloride (40 ml, 437 mmol) was heated at 100° C. for 3 h. The reaction was cooled to room temperature and excess POCl3 was removed in vacuo. The residue was poured onto ice and neutralized with NaHCO3. The mixture was extracted with DCM (4×) and the combined organic layers were evaporated onto silica gel and purified by flash chromatography (ISCO (80 gram)) eluting with EtOAc:DCM (0:1→1:4... Reactants: C(C1=CC=CC=C1)(C1=CC=CC=C1)(C1=CC=CC=C1)N1N=NC(=C1)CS (1-trityl-1,2,3-triazol-4-ylmethylmercaptan), [H-].[Na+] (sodium hydride), BrCCl (bromochloromethane), C(C)(=S)[O-].[K+] (potassium thioacetate). The solvent is CN(C=O)C (dimethylformamide), O (water), CN(C=O)C (dimethylformamide), O (water), CC(=O)C (acetone). Run at time 5 minute. The product is C(C)(=O)SCSCC=1N=NN(C1)C(C1=CC=CC=C1)(C1=CC=CC=C1)C1=CC=CC=C1 (4-acetylthiomethylthiomethyl-1-trityl-1,2,3-triazole). Isolated yield 71.0%. RXN SMILES: [C:1]([N:20]1[CH:24]=[C:23]([CH2:25][SH:26])[N:22]=[N:21]1)([C:14]1[CH:19]=[CH:18][CH:17]=[CH:16][CH:15]=1)([C:8]1[CH:13]=[CH:12][CH:11]=[CH:10][CH:9]=1)[C:2]1[CH:7]=[CH:6][CH:5]=[CH:4][CH:3]=1.[H-].[Na+].Br[CH2:30]Cl.[C:32]([O-:35])(=[S:34])[CH3:33].[K+]>CN(C)C=O.O.CC(C)=O>[C:32]([S:34][CH2:30][S:26][CH2:25][C:23]1[N:22]=[N:21][N:20]([C:1]([C:2]2[CH:7]=[CH:6][CH:5]=[CH:4][CH:3]=2)([C:8]2[CH:13]=[CH:12][CH:11]=[CH:10][CH:9]=2)[C:14]2[CH:15]=[CH:16][CH:17]=[CH:18][CH:19]=2)[CH:24]=1)(=[O:35])[CH3:33] |f:1.2,4.5|. Reported procedure: To a solution of 1-trityl-1,2,3-triazol-4-ylmethylmercaptan (3.00 g : 8.40 mMol.) in dimethylformamide (10 ml) is added sodium hydride (60% dispersion in oil : 370 mg : 9.25 mMol.), and the mixture is stirred for 5 minutes at room temperature. The reaction mixture is added to a solution of bromochloromethane (15 ml) in dimethylformamide (15 ml) at -30° C., and the mixture is stirred at -20° C. to -30° C. for 30 minutes. The reaction mixture is diluted with water and extracted with ethyl acetate.... The reactants are CCOC(=O)C1=C(C)NC(c2csc(NC(C)=O)n2)=NC1c1ccc(F)cc1Cl, Cl. Product: CCOC(=O)C1=C(C)NC(c2csc(N)n2)=NC1c1ccc(F)cc1Cl. Reaction SMILES: [C:1](=[O:2])([CH3:3])[NH:4][c:5]1[s:6][cH:7][c:8]([C:10]2=[N:15][CH:14]([c:16]3[c:17]([Cl:23])[cH:18][c:19]([F:22])[cH:20][cH:21]3)[C:13]([C:24](=[O:25])[O:26][CH2:27][CH3:28])=[C:12]([CH3:29])[NH:11]2)[n:9]1.[ClH:30]>>[NH2:4][c:5]1[s:6][cH:7][c:8]([C:10]2=[N:15][CH:14]([c:16]3[c:17]([Cl:23])[cH:18][c:19]([F:22])[cH:20][cH:21]3)[C:13]([C:24](=[O:25])[O:26][CH2:27][CH3:28])=[C:12]([CH3:29])[NH:11]2)[n:9]1. Starting materials: ClC1=CC=C(C=N1)C(CCC)O (1-(6-chloropyridin-3-yl)butan-1-ol), [Cr](=O)(=O)([O-])Cl.[NH+]1=CC=CC=C1 (pyridinium chlorochromate). The solvent is ClCCl (dichloromethane). Run at time 5 hour. Yields the product ClC1=CC=C(C=N1)C(CCC)=O (1-(6-chloropyridin-3-yl)butan-1-one). The yield is 101.2%. As a reaction SMILES: [Cl:1][C:2]1[N:7]=[CH:6][C:5]([CH:8]([OH:12])[CH2:9][CH2:10][CH3:11])=[CH:4][CH:3]=1.[Cr](Cl)([O-])(=O)=O.[NH+]1C=CC=CC=1>ClCCl>[Cl:1][C:2]1[N:7]=[CH:6][C:5]([C:8](=[O:12])[CH2:9][CH2:10][CH3:11])=[CH:4][CH:3]=1 |f:1.2|. Procedure details: To a solution of 1-(6-chloropyridin-3-yl)butan-1-ol (210 mg, 1.13 mmol) in 10 mL dichloromethane was added 2 g of silica gel, followed by pyridinium chlorochromate (488 mg, 2.26 mmol) The mixture was stirred at room temperature 5 h. The mixture was filtered through a plug of silica gel, eluting with 100 mL dichloromethane. The eluent was concentrated to give 1-(6-chloropyridin-3-yl)butan-1-one (210 mg). 1H NMR (400 MHz, CDCl3) δ 8.88-8.96 (m, 1H), 8.14-8.20 (m, 1H), 7.42 (d, J=8.4 Hz, 1H), 2.92 ...